From a dataset of the Open Reaction Database (ORD), a public repository of structured organic reaction records. describe an organic reaction: reactants, conditions, products, and yield Reactants: IC=1C=NN(C1C)CC1(CCCCCC1)OCCC=O (3-(1-((4-iodo-5-methyl-1H-pyrazol-1-yl)methyl)cycloheptyloxy)propanal), N1CCOCC1 (morpholine), C(C)(=O)O[BH-](OC(C)=O)OC(C)=O.[Na+] (sodium triacetoxyborohydride), [OH-].[Na+] (NaOH). The solvent is ClCCl (dichloromethane). Reaction conditions: time 8 hour. Yields the product IC=1C=NN(C1C)CC1(CCCCCC1)OCCCN1CCOCC1 (4-(3-(1-((4-iodo-5-methyl-1H-pyrazol-1-yl)methyl)cycloheptyloxy)propyl)morpholine). As a reaction SMILES: [I:1][C:2]1[CH:3]=[N:4][N:5]([CH2:8][C:9]2([O:16][CH2:17][CH2:18][CH:19]=O)[CH2:15][CH2:14][CH2:13][CH2:12][CH2:11][CH2:10]2)[C:6]=1[CH3:7].[NH:21]1[CH2:26][CH2:25][O:24][CH2:23][CH2:22]1.C(O[BH-](OC(=O)C)OC(=O)C)(=O)C.[Na+].[OH-].[Na+]>ClCCl>[I:1][C:2]1[CH:3]=[N:4][N:5]([CH2:8][C:9]2([O:16][CH2:17][CH2:18][CH2:19][N:21]3[CH2:26][CH2:25][O:24][CH2:23][CH2:22]3)[CH2:10][CH2:11][CH2:12][CH2:13][CH2:14][CH2:15]2)[C:6]=1[CH3:7] |f:2.3,4.5|. Procedure: To a solution of EXAMPLE 155C (393 mg) in dichloromethane (20 mL) was added morpholine (263 mg) and sodium triacetoxyborohydride (427 mg). After the reaction mixture was stirred overnight at room temperature, 2N NaOH aqueous solution (10 mL) was added and the reaction mixture was extracted with ethyl acetate, and the organic layer was washed with water and a saturated NaCl solution. After the organic layer was dried over Na2SO4, it was filtered and the solvent was evaporated under reduced pressu... Reactants: [Br-], [Br-], [Br-], CC(C)CC(=O)c1ccc(F)c2ccccc12, C1CCOC1, C[N+](C)(C)c1ccccc1, C[N+](C)(C)c1ccccc1, C[N+](C)(C)c1ccccc1. The product is CC(C)C(Br)C(=O)c1ccc(F)c2ccccc12. As a reaction SMILES: [Br-:18].[Br-:19].[Br-:20].[CH3:1][CH:2]([CH2:3][C:4](=[O:5])[c:6]1[cH:7][cH:8][c:9]([F:16])[c:10]2[cH:11][cH:12][cH:13][cH:14][c:15]12)[CH3:17].[O:51]1[CH2:52][CH2:53][CH2:54][CH2:55]1.[c:21]1([N+:22]([CH3:23])([CH3:24])[CH3:25])[cH:26][cH:27][cH:28][cH:29][cH:30]1.[c:31]1([N+:32]([CH3:33])([CH3:34])[CH3:35])[cH:36][cH:37][cH:38][cH:39][cH:40]1.[c:41]1([N+:42]([CH3:43])([CH3:44])[CH3:45])[cH:46][cH:47][cH:48][cH:49][cH:50]1>>[CH3:1][CH:2]([CH:3]([C:4](=[O:5])[c:6]1[cH:7][cH:8][c:9]([F:16])[c:10]2[cH:11][cH:12][cH:13][cH:14][c:15]12)[Br:18])[CH3:17].